describe an organic reaction: reactants, conditions, products, and yield From a dataset of the Open Reaction Database (ORD), a public repository of structured organic reaction records. The reactants are CC1(CC(=O)CC(=O)C1)C (Dimedone), N1=CC=CC=C1 (pyridine), C(CCC)(=O)Cl (butyryl chloride). The solvent is C(Cl)Cl (methylene chloride). Run at time 26 hour. The product is C(CCC)(=O)OC1=CC(CC(C1)(C)C)=O (3-butyroxy-5,5-dimethylcyclohex-2-en-1-one). Reaction SMILES: [CH3:1][C:2]1([CH3:10])[CH2:9][C:7](=[O:8])[CH2:6][C:4](=[O:5])[CH2:3]1.N1C=CC=CC=1.[C:17](Cl)(=[O:21])[CH2:18][CH2:19][CH3:20]>C(Cl)Cl>[C:17]([O:5][C:4]1[CH2:3][C:2]([CH3:10])([CH3:1])[CH2:9][C:7](=[O:8])[CH:6]=1)(=[O:21])[CH2:18][CH2:19][CH3:20]. Procedure: Dimedone (5,5-dimethylcyclohexane-1,3-dione, 99%, 14.2 g), pyridine (9 ml) and methylene chloride (100 ml) were mixed in a flask and butyryl chloride (11.4 g) was added dropwise. The mixture was stirred for 26 hours at room temperature and filtered. The filtrate was washed with HCl (6 N, 100 ml), water (100 ml), saturated Na2CO3 (50 ml), water (50 ml), dried (MgSO4). The solvent was removed under reduced pressure to yield 3-butyroxy-5,5-dimethylcyclohex-2-en-1-one as a yellow liquid.